Dataset: the Open Reaction Database (ORD), a public repository of structured organic reaction records. Task: describe an organic reaction: reactants, conditions, products, and yield Starting materials: C1(CCCC1)C1=NN=C(C(N1)=O)C(CC)NC(=O)C1C(C1)C (N-[1-(3-cyclopentyl-5-oxo-4,5-dihydro-1,2,4-triazin-6-yl)propyl]-2-methylcyclopropanecarboxamide), P(=O)(Cl)(Cl)Cl (phosphoric trichloride). Yields the product C1(CCCC1)C1=NN2C(C(N1)=O)=C(N=C2C2C(C2)C)CC (2-Cyclopentyl-5-ethyl-7-(2-methylcyclopropyl)imidazo[5,1-f][1,2,4]triazin-4(3H)-one). Reaction SMILES: [CH:1]1([C:6]2[NH:11][C:10](=[O:12])[C:9]([CH:13]([NH:16][C:17]([CH:19]3[CH2:21][CH:20]3[CH3:22])=O)[CH2:14][CH3:15])=[N:8][N:7]=2)[CH2:5][CH2:4][CH2:3][CH2:2]1.P(Cl)(Cl)(Cl)=O>>[CH:1]1([C:6]2[NH:11][C:10](=[O:12])[C:9]3=[C:13]([CH2:14][CH3:15])[N:16]=[C:17]([CH:19]4[CH2:21][CH:20]4[CH3:22])[N:8]3[N:7]=2)[CH2:5][CH2:4][CH2:3][CH2:2]1. Procedure details: In analogy to the procedure for Example 1, 200 mg (0.66 mmol) crude N-[1-(3-cyclopentyl-5-oxo-4,5-dihydro-1,2,4-triazin-6-yl)propyl]-2-methylcyclopropanecarboxamide, 165 mg (1.1 mmol) phosphoric trichloride are stirred at reflux for 4 hours, proportionate amounts of the solvents are used. The isomers are purified by chromatography (preparative HPLC). Reactants: C=O, ClCCl, CCOC(=O)CNCC1(Nc2ccccc2)CCCCC1. Product: CCOC(=O)CN1CN(c2ccccc2)C2(CCCCC2)C1. RXN SMILES: [CH2:22]=[O:23].[Cl:24][CH2:25][Cl:26].[c:1]1([NH:7][C:8]2([CH2:14][NH:15][CH2:16][C:17](=[O:18])[O:19][CH2:20][CH3:21])[CH2:9][CH2:10][CH2:11][CH2:12][CH2:13]2)[cH:2][cH:3][cH:4][cH:5][cH:6]1>>[c:1]1([N:7]2[C:8]3([CH2:9][CH2:10][CH2:11][CH2:12][CH2:13]3)[CH2:14][N:15]([CH2:16][C:17](=[O:18])[O:19][CH2:20][CH3:21])[CH2:22]2)[cH:2][cH:3][cH:4][cH:5][cH:6]1. Yield: 54.0%. Yields the product C(C1=CC=CC=C1)N1C2CCCC(CC1)(C2)C=2C=C(C#N)C=CC2 (3-(2-Benzyl-2-aza-bicyclo[3.3.1]non-5-yl)-benzonitrile). Reagents/catalysts: [Pd].C1(=CC=CC=C1)P(C1=CC=CC=C1)C1=CC=CC=C1.C1(=CC=CC=C1)P(C1=CC=CC=C1)C1=CC=CC=C1.C1(=CC=CC=C1)P(C1=CC=CC=C1)C1=CC=CC=C1.C1(=CC=CC=C1)P(C1=CC=CC=C1)C1=CC=CC=C1 (tetrakis(triphenylphosphine) palladium (0)), [C-]#N.[Zn+2].[C-]#N (zinc cyanide). RXN SMILES: [CH2:1]([N:8]1[CH2:15][CH2:14][C:13]2([C:17]3[CH:18]=[C:19](OS(C(F)(F)F)(=O)=O)[CH:20]=[CH:21][CH:22]=3)[CH2:16][CH:9]1[CH2:10][CH2:11][CH2:12]2)[C:2]1[CH:7]=[CH:6][CH:5]=[CH:4][CH:3]=1.[CH3:31][N:32](C=O)C>[C-]#N.[Zn+2].[C-]#N.[Pd].C1(P(C2C=CC=CC=2)C2C=CC=CC=2)C=CC=CC=1.C1(P(C2C=CC=CC=2)C2C=CC=CC=2)C=CC=CC=1.C1(P(C2C=CC=CC=2)C2C=CC=CC=2)C=CC=CC=1.C1(P(C2C=CC=CC=2)C2C=CC=CC=2)C=CC=CC=1>[CH2:1]([N:8]1[CH2:15][CH2:14][C:13]2([C:17]3[CH:18]=[C:19]([CH:20]=[CH:21][CH:22]=3)[C:31]#[N:32])[CH2:16][CH:9]1[CH2:10][CH2:11][CH2:12]2)[C:2]1[CH:7]=[CH:6][CH:5]=[CH:4][CH:3]=1 |f:2.3.4,5.6.7.8.9|. Procedure: Trifluoro-methanesulfonic acid 3-(2-benzyl-2-aza-bicyclo[3.3.1]non-5-yl)-phenyl ester (5.00 g, 11.4 mmol) and zinc cyanide (1.47 g, 12.5 mmol) were combined in DMF (110 ml), degassed (evac./N2 purge 3×) then charged with tetrakis(triphenylphosphine) palladium (0) (1.8 g, 1.60 mmol). The resulting reaction mixture was heated to 85° C. in an oil bath for 6 h. Upon cooling to room temperature, the reaction mixture was filtered through a Celite pad and rinsed with EtOAc (200 ml). The filtrate was wa... Run at temperature 85 celsius. Starting materials: C(C1=CC=CC=C1)N1C2CCCC(CC1)(C2)C=2C=C(C=CC2)OS(=O)(=O)C(F)(F)F (Trifluoro-methanesulfonic acid 3-(2-benzyl-2-aza-bicyclo[3.3.1]non-5-yl)-phenyl ester), CN(C)C=O (DMF). The reactants are N#Cc1ccccc1S(=O)(=O)Cl, COc1ccc2[nH]ccc2c1CN(C)C, CN(C)C=O. Yields the product COc1ccc2c(ccn2S(=O)(=O)c2ccccc2C#N)c1CN(C)C. As a reaction SMILES: [C:21](#[N:22])[c:23]1[c:24]([S:29](=[O:30])(=[O:31])[Cl:32])[cH:25][cH:26][cH:27][cH:28]1.[CH3:1][O:2][c:3]1[c:4]([CH2:12][N:13]([CH3:14])[CH3:15])[c:5]2[cH:6][cH:7][nH:8][c:9]2[cH:10][cH:11]1.[O:16]=[CH:17][N:18]([CH3:19])[CH3:20]>>[CH3:1][O:2][c:3]1[c:4]([CH2:12][N:13]([CH3:14])[CH3:15])[c:5]2[cH:6][cH:7][n:8]([S:29]([c:24]3[c:23]([C:21]#[N:22])[cH:28][cH:27][cH:26][cH:25]3)(=[O:30])=[O:31])[c:9]2[cH:10][cH:11]1. Reactants: CC(=O)O, Cc1cc(Cl)ccc1Cl, O=[N+]([O-])O, O=S(=O)(O)O. The product is Cc1cc(Cl)c([N+](=O)[O-])cc1Cl. RXN SMILES: [CH3:19][C:20](=[O:21])[OH:22].[Cl:1][c:2]1[c:3]([CH3:9])[cH:4][c:5]([Cl:8])[cH:6][cH:7]1.[OH:15][N+:16]([O-:17])=[O:18].[S:10](=[O:11])(=[O:12])([OH:13])[OH:14]>>[Cl:1][c:2]1[c:3]([CH3:9])[cH:4][c:5]([Cl:8])[c:6]([N+:16](=[O:15])[O-:17])[cH:7]1. The reactants are COC1=CC=C(CNCCNC(=O)C=2SC=CC2NC2=C3C(=NC=C2)NC=C3)C=C1 (3-(1H-Pyrrolo[2,3-b]pyridin-4-ylamino)-thiophene-2-carboxylic acid [2-(4-methoxy-benzylamino)-ethyl]amide), N1=CC=C(C=C1)C=O (4-pyridinecaboxaldehyde). Product: N1=CC=C(C=C1)CNCCNC(=O)C=1SC=CC1NC1=C2C(=NC=C1)NC=C2 (3-(1H-Pyrrolo[2,3-b]pyridin-4-ylamino)-thiophene-2-carboxylic acid {2-[(pyridin-4-ylmethyl)-amino]-ethyl}-amide). Reaction SMILES: COC1[CH:30]=[CH:29][C:6]([CH2:7][NH:8][CH2:9][CH2:10][NH:11][C:12]([C:14]2[S:15][CH:16]=[CH:17][C:18]=2[NH:19][C:20]2[CH:25]=[CH:24][N:23]=[C:22]3[NH:26][CH:27]=[CH:28][C:21]=23)=[O:13])=[CH:5][CH:4]=1.[N:31]1C=CC(C=O)=CC=1>>[N:31]1[CH:30]=[CH:29][C:6]([CH2:7][NH:8][CH2:9][CH2:10][NH:11][C:12]([C:14]2[S:15][CH:16]=[CH:17][C:18]=2[NH:19][C:20]2[CH:25]=[CH:24][N:23]=[C:22]3[NH:26][CH:27]=[CH:28][C:21]=23)=[O:13])=[CH:5][CH:4]=1. Procedure: This compound was prepared in an analogous manner as 3-(1H-Pyrrolo[2,3-b]pyridin-4-ylamino)-thiophene-2-carboxylic acid [2-(4-methoxy-benzylamino)-ethyl]amide using 4-pyridinecaboxaldehyde instead of 4-methoxy benzaldehyde. LCMS (ESI) 393 (M+H) 1H NMR (400 MHz, METHANOL-d4) δ ppm 8.35-8.42 (2H, m) 8.00 (1H, d, J=5.61 Hz) 7.65 (1H, d, J=5.42 Hz) 7.46 (1H, d, J=5.47 Hz) 7.36-7.41 (2H, m) 7.24 (1H, d, J=3.56 Hz) 6.86 (1H, d, J=5.66 Hz) 6.55 (1H, d, J=3.56 Hz) 3.82 (2H, s) 3.51 (2H, t, J=6.25 Hz) 2.... Starting materials: ClC1=NC=NC(=C1)N1CCN(CC1)C (4-Chloro-6-(4-methyl-piperazin-1-yl)-pyrimidine), O.NN (hydrazine hydrate). Yields the product CN1CCN(CC1)C1=CC(=NC=N1)NN ([6-(4-Methyl-piperazin-1-yl)-pyrimidin-4-yl]-hydrazine). RXN SMILES: Cl[C:2]1[CH:7]=[C:6]([N:8]2[CH2:13][CH2:12][N:11]([CH3:14])[CH2:10][CH2:9]2)[N:5]=[CH:4][N:3]=1.O.[NH2:16][NH2:17]>>[CH3:14][N:11]1[CH2:12][CH2:13][N:8]([C:6]2[N:5]=[CH:4][N:3]=[C:2]([NH:16][NH2:17])[CH:7]=2)[CH2:9][CH2:10]1 |f:1.2|. Reported procedure: 4-Chloro-6-(4-methyl-piperazin-1-yl)-pyrimidine, (200 mg, 0.94 mmol), and hydrazine hydrate, (200 μl, 4 mmol), were heated to 180° for 6 min in a Personal Chemistry Microwave. The solvent was evaporated affording [6-(4-Methyl-piperazin-1-yl)-pyrimidin-4-yl]-hydrazine as yellow brown crystals which were used without further purification.